This data is from the Open Reaction Database (ORD), a public repository of structured organic reaction records. The task is: describe an organic reaction: reactants, conditions, products, and yield The reactants are CCOc1cc(N2CCN(CCS(C)(=O)=O)CC2)c(C)cc1[N+](=O)[O-], CCO. Product: CCOc1cc(N2CCN(CCS(C)(=O)=O)CC2)c(C)cc1N. RXN SMILES: [CH3:1][c:2]1[c:3]([N:14]2[CH2:15][CH2:16][N:17]([CH2:20][CH2:21][S:22](=[O:23])(=[O:24])[CH3:25])[CH2:18][CH2:19]2)[cH:4][c:5]([O:11][CH2:12][CH3:13])[c:6]([N+:8]([O-:9])=[O:10])[cH:7]1.[CH3:26][CH2:27][OH:28]>>[CH3:1][c:2]1[c:3]([N:14]2[CH2:15][CH2:16][N:17]([CH2:20][CH2:21][S:22](=[O:23])(=[O:24])[CH3:25])[CH2:18][CH2:19]2)[cH:4][c:5]([O:11][CH2:12][CH3:13])[c:6]([NH2:8])[cH:7]1. Starting materials: CC(C)S(=O)(=O)C1=CC=C(C=C1)C=1C=2N(C=CC1)N=C(N2)N (8-[4-(propane-2-sulfonyl)-phenyl]-[1,2,4]triazolo[1,5-a]pyridin-2-ylamine), BrC1=CC=C(C=C1)N1CCN(CC1)C (1-(4-bromo-phenyl)-4-methyl-piperazine), C1(CCCCC1)P(C1=C(C=CC=C1)C1=C(C=CC=C1)P(C1CCCCC1)C1CCCCC1)C1CCCCC1 (2,2′-bis-dicyclohexylphosphanyl-biphenyl). Yields the product CN1CCN(CC1)C1=CC=C(C=C1)NC1=NN2C(C(=CC=C2)C2=CC=C(C=C2)S(=O)(=O)C(C)C)=N1 ([4-(4-Methyl-piperazin-1-yl)-phenyl]-{8-[4-(propane-2-sulfonyl)-phenyl]-[1,2,4]triazolo[1,5-a]pyridin-2-yl}-amine), foam. The yield is 44.0%. As a reaction SMILES: [CH3:1][CH:2]([S:4]([C:7]1[CH:12]=[CH:11][C:10]([C:13]2[C:14]3[N:15]([N:19]=[C:20]([NH2:22])[N:21]=3)[CH:16]=[CH:17][CH:18]=2)=[CH:9][CH:8]=1)(=[O:6])=[O:5])[CH3:3].Br[C:24]1[CH:29]=[CH:28][C:27]([N:30]2[CH2:35][CH2:34][N:33]([CH3:36])[CH2:32][CH2:31]2)=[CH:26][CH:25]=1.C1(P(C2CCCCC2)C2C=CC=CC=2C2C=CC=CC=2P(C2CCCCC2)C2CCCCC2)CCCCC1>>[CH3:36][N:33]1[CH2:34][CH2:35][N:30]([C:27]2[CH:26]=[CH:25][C:24]([NH:22][C:20]3[N:21]=[C:14]4[C:13]([C:10]5[CH:11]=[CH:12][C:7]([S:4]([CH:2]([CH3:1])[CH3:3])(=[O:6])=[O:5])=[CH:8][CH:9]=5)=[CH:18][CH:17]=[CH:16][N:15]4[N:19]=3)=[CH:29][CH:28]=2)[CH2:31][CH2:32]1. Procedure details: [4-(4-Methyl-piperazin-1-yl)-phenyl]-{8-[4-(propane-2-sulfonyl)-phenyl]-[1,2,4]triazolo[1,5-a]pyridin-2-yl}-amine was prepared from 8-[4-(propane-2-sulfonyl)-phenyl]-[1,2,4]triazolo[1,5-a]pyridin-2-ylamine (75.0 mg, 0.237 mmol) and 1-(4-bromo-phenyl)-4-methyl-piperazine (75.0 mg, 0.294 mmol) with 2,2′-bis-dicyclohexylphosphanyl-biphenyl (48.0 mg, 0.0877 mmol) as the ligand in a manner analogous to Step 2d. The title compound was isolated as a yellow foam (0.051 g, 44%). 1H NMR (400 MHz, CDCl3, δ... Reactants: C(CCC)OC=1C(C(C1NC(C)(C)C)=O)=O (3-Butoxy-4-tert-butylamino-cyclobut-3-ene-1,2-dione), CC=1C=C(CN)C=CC1C (3,4-dimethylbenzylamine). The solvent is O1CCCC1 (Tetrahydrofuran). Yields the product C(C)(C)(C)NC=1C(C(C1NCC1=CC(=C(C=C1)C)C)=O)=O (3-tert-Butylamino-4-(3,4-dimethyl-benzylamino)-cyclobut-3-ene-1,2-dione). The yield is 74.0%. As a reaction SMILES: C(O[C:6]1[C:7](=[O:16])[C:8](=[O:15])[C:9]=1[NH:10][C:11]([CH3:14])([CH3:13])[CH3:12])CCC.[CH3:17][C:18]1[CH:19]=[C:20]([CH:23]=[CH:24][C:25]=1[CH3:26])[CH2:21][NH2:22]>O1CCCC1>[C:11]([NH:10][C:9]1[C:8](=[O:15])[C:7](=[O:16])[C:6]=1[NH:22][CH2:21][C:20]1[CH:23]=[CH:24][C:25]([CH3:26])=[C:18]([CH3:17])[CH:19]=1)([CH3:12])([CH3:13])[CH3:14]. Reported procedure: Tetrahydrofuran (17 mL), 3-butoxy-4-tert-butylamino-cyclobut-3-ene-1,2-dione (1.13 g, 5 mmol, Example 1) and 3,4-dimethylbenzylamine (0.68 g, 5 mmol) were stirred together at room temperature for 2 days. Removal of solvent and trituration of the residue with diethyl ether gave 1.06 g of a light yellow solid. Four recrystallizations of this material from acetonitrile provided 0.394 g of the tide compound as a white solid: mp 264°-264° C. (softens 260° C.). MS (m/z) 286 (M+). HPLC indicates a majo... Reactants: Cl, CN(C(=O)N(C)C1CNCC1c1ccc(F)cc1)c1cc(C(F)(F)F)cc(C(F)(F)F)c1, O=C(O)C1CCC(F)(F)CC1. Yields the product CN(C(=O)N(C)C1CN(C(=O)C2CCC(F)(F)CC2)CC1c1ccc(F)cc1)c1cc(C(F)(F)F)cc(C(F)(F)F)c1. Reaction SMILES: [ClH:1].[F:2][C:3]([c:4]1[cH:5][c:6]([N:14]([C:15](=[O:16])[N:17]([CH3:18])[CH:19]2[CH2:20][NH:21][CH2:22][CH:23]2[c:24]2[cH:25][cH:26][c:27]([F:30])[cH:28][cH:29]2)[CH3:31])[cH:7][c:8]([C:10]([F:11])([F:12])[F:13])[cH:9]1)([F:32])[F:33].[F:34][C:35]1([F:44])[CH2:36][CH2:37][CH:38]([C:41](=[O:42])[OH:43])[CH2:39][CH2:40]1>>[F:2][C:3]([c:4]1[cH:5][c:6]([N:14]([C:15](=[O:16])[N:17]([CH3:18])[CH:19]2[CH2:20][N:21]([C:41]([CH:38]3[CH2:37][CH2:36][C:35]([F:34])([F:44])[CH2:40][CH2:39]3)=[O:42])[CH2:22][CH:23]2[c:24]2[cH:25][cH:26][c:27]([F:30])[cH:28][cH:29]2)[CH3:31])[cH:7][c:8]([C:10]([F:11])([F:12])[F:13])[cH:9]1)([F:32])[F:33]. Reactants: CC(C)(C)OC(=O)n1cnnc1-c1ccc(Br)cc1, ClCCl, O=C(O)C(F)(F)F. Product: Brc1ccc(-c2nc[nH]n2)cc1. Reaction SMILES: [Br:1][c:2]1[cH:3][cH:4][c:5](-[c:8]2[n:9][n:10][cH:11][n:12]2[C:13]([O:14][C:15]([CH3:16])([CH3:17])[CH3:18])=[O:19])[cH:6][cH:7]1.[Cl:27][CH2:28][Cl:29].[F:20][C:21]([F:22])([F:23])[C:24]([OH:25])=[O:26]>>[Br:1][c:2]1[cH:3][cH:4][c:5](-[c:8]2[n:9][nH:10][cH:11][n:12]2)[cH:6][cH:7]1. Starting materials: NC1=CC=C(NC(C)=O)C=C1 (4′-aminoacetanilide), [H-].[Na+] (sodium hydride), BrCCCCCC (1-bromohexane). Run in CN(C=O)C (N,N-dimethylformamide). Run at time 7.5 minute. Yields the product NC1=CC=C(C=C1)N(C(C)=O)CCCCCC (N-(4-Aminophenyl)-N-hexylacetamide). Yield: 84.0%. Reaction SMILES: [NH2:1][C:2]1[CH:11]=[CH:10][C:5]([NH:6][C:7](=[O:9])[CH3:8])=[CH:4][CH:3]=1.[H-].[Na+].Br[CH2:15][CH2:16][CH2:17][CH2:18][CH2:19][CH3:20]>CN(C)C=O>[NH2:1][C:2]1[CH:3]=[CH:4][C:5]([N:6]([CH2:15][CH2:16][CH2:17][CH2:18][CH2:19][CH3:20])[C:7](=[O:9])[CH3:8])=[CH:10][CH:11]=1 |f:1.2|. Procedure: To a stirred solution of 4′-aminoacetanilide (1.00 g, 6.66 mmol) in N,N-dimethylformamide (10 mL) was added sodium hydride (60% dispersion in mineral oil; 0.28 g, 7.0 mmol). After 5-10 minutes, 1-bromohexane was added dropwise to the mixture. The reaction was stirred for one hour and then partitioned between ethyl acetate and water. The organic layer was washed with additional water, dried (sodium sulfate) and concentrated. The resulting brown oil was purified by flash chromatography over silica... The reactants are C(C)OC(=O)C1=CC2=CC=CC=C2C(=C1)OC(C)=O (4-Acetoxy-naphthalene-2-carboxylic acid ethyl ester), [OH-].[Na+] (NaOH), Cl (hydrochloric acid). Solvent: C(C)O.O (ethanol water). Conditions: time 2 day. The product is OC1=CC(=CC2=CC=CC=C12)C(=O)O (4-Hydroxy-naphthalene-2-carboxylic acid). RXN SMILES: C([O:3][C:4]([C:6]1[CH:15]=[C:14]([O:16]C(=O)C)[C:13]2[C:8](=[CH:9][CH:10]=[CH:11][CH:12]=2)[CH:7]=1)=[O:5])C.[OH-].[Na+].Cl>C(O)C.O>[OH:16][C:14]1[C:13]2[C:8](=[CH:9][CH:10]=[CH:11][CH:12]=2)[CH:7]=[C:6]([C:4]([OH:5])=[O:3])[CH:15]=1 |f:1.2,4.5|. Reported procedure: To a solution of 18.5 g of 4-Acetoxy-naphthalene-2-carboxylic acid ethyl ester in 100 ml ethanol/water (9:1), 240 ml of a 1M NaOH was added and stirred for 2 days at RT. Then, the reaction mixture was acidified to pH 2 with diluted hydrochloric acid to precipitate the product. The product was then collected by filtration and dried reduced pressure. Yield: 13.7 g. Reactants: FC1=C(C=O)C(=CC=C1)F (2,6-difluorobenzaldehyde), [H-].[Na+] (sodium hydride), SCC(=O)OC (methyl mercaptoacetate). Yields the product COC(=O)C=1SC2=C(C1)C(=CC=C2)F (Methyl4-fluoro-1-benzothiophene-2-carboxylate). RXN SMILES: F[C:2]1[CH:9]=[CH:8][CH:7]=[C:6]([F:10])[C:3]=1[CH:4]=O.[H-].[Na+].[SH:13][CH2:14][C:15]([O:17][CH3:18])=[O:16]>>[CH3:18][O:17][C:15]([C:14]1[S:13][C:2]2[CH:9]=[CH:8][CH:7]=[C:6]([F:10])[C:3]=2[CH:4]=1)=[O:16] |f:1.2|. Procedure: Using 5.0 g (35.2 mmol) of 2,6-difluorobenzaldehyde, 2.11 g (52.8 mmol) of sodium hydride (60% pure) and 4.11 g (38.7 mmol) of methyl mercaptoacetate, 5.61 g (72.8% of theory) of the title compound are obtained.